This data is from the Open Reaction Database (ORD), a public repository of structured organic reaction records. The task is: describe an organic reaction: reactants, conditions, products, and yield Starting materials: N1(C)C(=O)N(C)C=2N=CNC2C1=O (theophylline), C([O-])([O-])=O.[K+].[K+] (potassium carbonate), ClC1=CC=C(C(=O)C=2C=C(CBr)C=CC2)C=C1 (3-(4-chlorobenzoyl)benzyl bromide). Run in CN(C)C=O (DMF), O (water). Run at time 24 hour. The product is ClC1=CC=C(C(=O)C=2C=C(CN3C=NC=4N(C(N(C(C34)=O)C)=O)C)C=CC2)C=C1 (7-[3-(4-Chlorobenzoyl)benzyl]-1,3-dimethylxanthine). Yield: 40.2%. Reaction SMILES: [N:1]1([C:12](=[O:13])[C:11]2[NH:10][CH:9]=[N:8][C:7]=2[N:5]([CH3:6])[C:3]1=[O:4])[CH3:2].C(=O)([O-])[O-].[K+].[K+].[Cl:20][C:21]1[CH:36]=[CH:35][C:24]([C:25]([C:27]2[CH:28]=[C:29]([CH:32]=[CH:33][CH:34]=2)[CH2:30]Br)=[O:26])=[CH:23][CH:22]=1>CN(C=O)C.O>[Cl:20][C:21]1[CH:22]=[CH:23][C:24]([C:25]([C:27]2[CH:28]=[C:29]([CH:32]=[CH:33][CH:34]=2)[CH2:30][N:10]2[C:11]3[C:12](=[O:13])[N:1]([CH3:2])[C:3](=[O:4])[N:5]([CH3:6])[C:7]=3[N:8]=[CH:9]2)=[O:26])=[CH:35][CH:36]=1 |f:1.2.3|. Reported procedure: To a solution of theophylline (1.80 g) in DMF (50 ml) were added potassium carbonate (1.66 g) and 3-(4-chlorobenzoyl)benzyl bromide (3.10 g) and the mixture was stirred at room temperature for 24 hours. This reaction mixture was diluted with water and extracted with ethyl acetate. The extract was washed with saturated aqueous NaCl solution and dried over anhydrous sodium sulfate. The solvent was distilled off and the residue was recrystallized (acetone-hexane) to provide the title compound as wh... Product: Cc1c(N)c(C#N)cc(C(=O)O)c1O. RXN SMILES: [CH2:21]([OH:22])[CH3:23].[CH2:4]([CH3:5])[O:6][C:7]([c:8]1[c:9]([OH:18])[c:10]([CH3:17])[c:11]([NH2:16])[c:12]([C:14]#[N:15])[cH:13]1)=[O:19].[Li+:2].[OH-:1].[OH2:20].[OH2:3]>>[O:6]=[C:7]([c:8]1[c:9]([OH:18])[c:10]([CH3:17])[c:11]([NH2:16])[c:12]([C:14]#[N:15])[cH:13]1)[OH:19]. Starting materials: CCO, CCOC(=O)c1cc(C#N)c(N)c(C)c1O, [Li+], [OH-], O, O. Starting materials: ClC1=CC=C(C=C1)C(N1CCNCC1)C1=CC=CC=C1 (1-[(4-Chlorophenyl)phenylmethyl]piperazine), OCCCCNS(=O)(=O)CCCCCCCl (N-(4-hydroxybutyl)-6-chlorohexanesulfonamide). The solvent is C(C)N(C(C)C)C(C)C (N-ethyldiisopropylamine). Yields the product OCCCCNS(=O)(=O)CCCCCCN1CCN(CC1)C(C1=CC=CC=C1)C1=CC=C(C=C1)Cl (N-(4-hydroxybutyl)-6-[4-[(4-chlorophenyl)phenylmethyl]-1-piperazinyl]hexanesulfonamide). Yield: 95.0%. As a reaction SMILES: [Cl:1][C:2]1[CH:7]=[CH:6][C:5]([CH:8]([C:15]2[CH:20]=[CH:19][CH:18]=[CH:17][CH:16]=2)[N:9]2[CH2:14][CH2:13][NH:12][CH2:11][CH2:10]2)=[CH:4][CH:3]=1.[OH:21][CH2:22][CH2:23][CH2:24][CH2:25][NH:26][S:27]([CH2:30][CH2:31][CH2:32][CH2:33][CH2:34][CH2:35]Cl)(=[O:29])=[O:28]>C(N(C(C)C)C(C)C)C>[OH:21][CH2:22][CH2:23][CH2:24][CH2:25][NH:26][S:27]([CH2:30][CH2:31][CH2:32][CH2:33][CH2:34][CH2:35][N:12]1[CH2:11][CH2:10][N:9]([CH:8]([C:5]2[CH:4]=[CH:3][C:2]([Cl:1])=[CH:7][CH:6]=2)[C:15]2[CH:16]=[CH:17][CH:18]=[CH:19][CH:20]=2)[CH2:14][CH2:13]1)(=[O:29])=[O:28]. Reported procedure: 1-[(4-Chlorophenyl)phenylmethyl]piperazine (479.8 mg, 1.67 mmol) and N-(4-hydroxybutyl)-6-chlorohexanesulfonamide (500.0 mg, 1.84 mmol) prepared in Preparation Example 22 were refluxed in N-ethyldiisopropylamine (2 ml) for 6 hours. The reaction mixture was concentrated in vacuo, and water was added thereto. The mixture was extracted with chloroform. The chloroform layer was washed with water, and dried over anhydrous magnesium sulfate. Subsequently, the solvent was removed by evaporation in vacu... The reactants are C(CCC)C=1NC2=CC=C(C=C2C(N1)=O)I (2-butyl-6-iodo-4(1H)-quinazolinone), BrCC1=CC=C(C=C1)C1=C(C=CC=C1)C1=NN=NN1C(C1=CC=CC=C1)(C1=CC=CC=C1)C1=CC=CC=C1 (5-[4'-(bromomethyl)[1,1'-bi-phenyl]-2-yl]-1-(triphenylmethyl) -1H-tetrazole), C[O-].[Li+] (lithium methoxide). Solvent: O1CCCC1 (tetrahydrofuran). Product: C(CCC)C1=NC2=CC=C(C=C2C(N1CC1=CC=C(C=C1)C1=C(C=CC=C1)C1=NN=NN1C(C1=CC=CC=C1)(C1=CC=CC=C1)C1=CC=CC=C1)=O)I (2-Butyl-6-iodo-3-[[2'-[1-(triphenylmethyl)-1H-tetrazol-5-yl][1,1'-biphenyl]-4-yl]methyl]-4(3H)-quinazolinone). The yield is 54.1%. As a reaction SMILES: [CH2:1]([C:5]1[NH:6][C:7]2[C:12]([C:13](=[O:15])[N:14]=1)=[CH:11][C:10]([I:16])=[CH:9][CH:8]=2)[CH2:2][CH2:3][CH3:4].Br[CH2:18][C:19]1[CH:24]=[CH:23][C:22]([C:25]2[CH:30]=[CH:29][CH:28]=[CH:27][C:26]=2[C:31]2[N:35]([C:36]([C:49]3[CH:54]=[CH:53][CH:52]=[CH:51][CH:50]=3)([C:43]3[CH:48]=[CH:47][CH:46]=[CH:45][CH:44]=3)[C:37]3[CH:42]=[CH:41][CH:40]=[CH:39][CH:38]=3)[N:34]=[N:33][N:32]=2)=[CH:21][CH:20]=1.C[O-].[Li+]>O1CCCC1>[CH2:1]([C:5]1[N:14]([CH2:18][C:19]2[CH:20]=[CH:21][C:22]([C:25]3[CH:30]=[CH:29][CH:28]=[CH:27][C:26]=3[C:31]3[N:35]([C:36]([C:49]4[CH:54]=[CH:53][CH:52]=[CH:51][CH:50]=4)([C:43]4[CH:44]=[CH:45][CH:46]=[CH:47][CH:48]=4)[C:37]4[CH:42]=[CH:41][CH:40]=[CH:39][CH:38]=4)[N:34]=[N:33][N:32]=3)=[CH:23][CH:24]=2)[C:13](=[O:15])[C:12]2[C:7](=[CH:8][CH:9]=[C:10]([I:16])[CH:11]=2)[N:6]=1)[CH2:2][CH2:3][CH3:4] |f:2.3|. Reported procedure: A mixture of 5.00 g of 2-butyl-6-iodo-4(1H)-quinazolinone, 16.98 g of 5-[4'-(bromomethyl)[1,1'-bi-phenyl]-2-yl]-1-(triphenylmethyl) -1H-tetrazole and 0.695 g of lithium methoxide in 60 ml of tetrahydrofuran is heated at reflux for 40 hours. The reaction mixture is cooled, filtered and concentrated in vacuo to a residue which is purified by column chromatography on silica gel by elution with 1:9 ethyl acetate-hexanes to 1:5 ethyl acetate-hexanes to give 6.638 g of the desired product as a solid. ... Reactants: ClC1=C(C=NC(=C1)Cl)C(=O)NC=1C=NC=CC1 (4,6-dichloro-N-(3-pyridyl)pyridine-3-carboxamide), NC1=CC=C(C(=O)OCC)C=C1 (ethyl 4-aminobenzoate), NC1=CC=C(C(=O)OCC)C=C1 (ethyl 4-aminobenzoate), Cl (HCl). Solvent: CCO (EtOH). Conditions: temperature 100 celsius. The product is ClC1=NC=C(C(=C1)NC1=CC=C(C(=O)OCC)C=C1)C(NC=1C=NC=CC1)=O (Ethyl 4-[[2-chloro-5-(3-pyridylcarbamoyl)-4-pyridyl]amino]benzoate), solid. The yield is 46.0%. RXN SMILES: Cl[C:2]1[CH:7]=[C:6]([Cl:8])[N:5]=[CH:4][C:3]=1[C:9]([NH:11][C:12]1[CH:13]=[N:14][CH:15]=[CH:16][CH:17]=1)=[O:10].[NH2:18][C:19]1[CH:29]=[CH:28][C:22]([C:23]([O:25][CH2:26][CH3:27])=[O:24])=[CH:21][CH:20]=1.Cl>CCO>[Cl:8][C:6]1[CH:7]=[C:2]([NH:18][C:19]2[CH:20]=[CH:21][C:22]([C:23]([O:25][CH2:26][CH3:27])=[O:24])=[CH:28][CH:29]=2)[C:3]([C:9](=[O:10])[NH:11][C:12]2[CH:13]=[N:14][CH:15]=[CH:16][CH:17]=2)=[CH:4][N:5]=1. Procedure: To a suspension of 4,6-dichloro-N-(3-pyridyl)pyridine-3-carboxamide (500 mg, 1.9 mmol) in EtOH (5 mL) was added ethyl 4-aminobenzoate (340 mg, 2.1 mmol) and HCl (0.1 mL, 4M). The mixture was heated in a microwave for 10 min at 100° C. then heated again at 130° C. for 20 min. More ethyl 4-aminobenzoate (100 mg, 0.6 mmol) was added and the mixture heated again at 130° C. for 20 min. The mixture was evaporated to dryness and the residue purified by flash chromatography (40 g Reveleris silica cartri...